From a dataset of the Open Reaction Database (ORD), a public repository of structured organic reaction records. describe an organic reaction: reactants, conditions, products, and yield Reactants: CN1N=C(C=C1C(=O)Cl)C (1,3-dimethyl-1H-pyrazole-5-carbonyl chloride), NC=1C=C(OC=2C=CC=3N(C2)N=C(N3)NC(=O)C3CC3)C=CC1Cl (N-[6-(3-amino-4-chlorophenoxy)[1,2,4]triazolo[1,5-a]pyridin-2-yl]cyclopropanecarboxamide). Solvent: CN(C(C)=O)C (N,N-dimethylacetamide). Yields the product ClC1=C(C=C(C=C1)OC=1C=CC=2N(C1)N=C(N2)NC(=O)C2CC2)NC(=O)C2=CC(=NN2C)C (N-[2-chloro-5-({2-[(cyclopropylcarbonyl)amino][1,2,4]triazolo[1,5-a]pyridin-6-yl}oxy)phenyl]-1,3-dimethyl-1H-pyrazole-5-carboxamide). Yield: 40.0%. Reaction SMILES: [CH3:1][N:2]1[C:6]([C:7](Cl)=[O:8])=[CH:5][C:4]([CH3:10])=[N:3]1.[NH2:11][C:12]1[CH:13]=[C:14]([CH:31]=[CH:32][C:33]=1[Cl:34])[O:15][C:16]1[CH:17]=[CH:18][C:19]2[N:20]([N:22]=[C:23]([NH:25][C:26]([CH:28]3[CH2:30][CH2:29]3)=[O:27])[N:24]=2)[CH:21]=1>CN(C)C(=O)C>[Cl:34][C:33]1[CH:32]=[CH:31][C:14]([O:15][C:16]2[CH:17]=[CH:18][C:19]3[N:20]([N:22]=[C:23]([NH:25][C:26]([CH:28]4[CH2:30][CH2:29]4)=[O:27])[N:24]=3)[CH:21]=2)=[CH:13][C:12]=1[NH:11][C:7]([C:6]1[N:2]([CH3:1])[N:3]=[C:4]([CH3:10])[CH:5]=1)=[O:8]. Procedure: In the same manner as in Example 24 and using 1,3-dimethyl-1H-pyrazole-5-carbonyl chloride (89.2 mg, 0.562 mmol), N,N-dimethylacetamide (5 mL) and N-[6-(3-amino-4-chlorophenoxy)[1,2,4]triazolo[1,5-a]pyridin-2-yl]cyclopropanecarboxamide (170 mg, 0.495 mmol) as starting materials, the title compound (92.2 mg, 40%) was obtained as a white solid. Product: N1=CC=C(C=C1)CC1(C2=CC=CC=C2C2=NC=CC=C21)CC2=CC=NC=C2 (5,5-Bis(4-pyridinylmethyl)-indeno-[1,2-b]pyridine). Procedure: Following the procedure described in Example 608, Part D, alkylation of 2.1 g (12.6 mole) of 4-azafluorene, in the presence of 1.51 g (31.45 mmole) of 50% sodium hydride with 5.0 g (30.4 mmole) of 4-picolyl-chloride yielded 2.8 g. Flash chromatography with ethyl acetate yielded 2.0 g of material containing a small amount of color. Recrystallization from butyl chloride yielded 1.5 g of pure compound, m.p. 163°-4°. Run in C(C)(=O)OCC (ethyl acetate). Reactants: C1=CC=NC=2C3=CC=CC=C3CC12 (4-azafluorene), [H-].[Na+] (sodium hydride), N1=CC=C(C=C1)CCl (4-picolyl-chloride). As a reaction SMILES: [CH:1]1[C:13]2[CH2:12][C:11]3[C:6](=[CH:7][CH:8]=[CH:9][CH:10]=3)[C:5]=2[N:4]=[CH:3][CH:2]=1.[H-].[Na+].[N:16]1[CH:21]=[CH:20][C:19]([CH2:22]Cl)=[CH:18][CH:17]=1>C(OCC)(=O)C>[N:16]1[CH:21]=[CH:20][C:19]([CH2:22][C:12]2([CH2:22][C:19]3[CH:20]=[CH:21][N:16]=[CH:17][CH:18]=3)[C:13]3[C:5](=[N:4][CH:3]=[CH:2][CH:1]=3)[C:6]3[C:11]2=[CH:10][CH:9]=[CH:8][CH:7]=3)=[CH:18][CH:17]=1 |f:1.2|. Yield: 37.7%. Starting materials: CC(=O)[O-], CCOC(C)=O, COc1c(Cl)cc(CN)cc1Cl, O=[N+]([O-])c1ccccc1F, [NH4+]. Product: COc1c(Cl)cc(CNc2ccccc2[N+](=O)[O-])cc1Cl. As a reaction SMILES: [CH3:24][C:25](=[O:26])[O-:27].[CH3:28][CH2:29][O:30][C:31](=[O:32])[CH3:33].[Cl:1][c:2]1[cH:3][c:4]([CH2:5][NH2:6])[cH:7][c:8]([Cl:12])[c:9]1[O:10][CH3:11].[F:13][c:14]1[c:15]([N+:20](=[O:21])[O-:22])[cH:16][cH:17][cH:18][cH:19]1.[NH4+:23]>>[Cl:1][c:2]1[cH:3][c:4]([CH2:5][NH:6][c:14]2[c:15]([N+:20](=[O:21])[O-:22])[cH:16][cH:17][cH:18][cH:19]2)[cH:7][c:8]([Cl:12])[c:9]1[O:10][CH3:11]. Reactants: NC1=NC=C(C=C1)Cl (2-Amino-5-chloropyridine), N1=CC=CC=C1 (pyridine), ClC(=O)OC1=CC=C(C=C1)[N+](=O)[O-] (4-nitrophenol chloroformate). Run in C(Cl)Cl (DCM). Conditions: temperature 0 celsius, time 1 hour. Yields the product [N+](=O)([O-])C1=CC=C(C=C1)OC(NC1=NC=C(C=C1)Cl)=O ((5-Chloro-pyridin-2-yl)-carbamic acid 4-nitro-phenyl ester). As a reaction SMILES: [NH2:1][C:2]1[CH:7]=[CH:6][C:5]([Cl:8])=[CH:4][N:3]=1.N1C=CC=CC=1.Cl[C:16]([O:18][C:19]1[CH:24]=[CH:23][C:22]([N+:25]([O-:27])=[O:26])=[CH:21][CH:20]=1)=[O:17]>C(Cl)Cl>[N+:25]([C:22]1[CH:21]=[CH:20][C:19]([O:18][C:16](=[O:17])[NH:1][C:2]2[CH:7]=[CH:6][C:5]([Cl:8])=[CH:4][N:3]=2)=[CH:24][CH:23]=1)([O-:27])=[O:26]. Procedure: 2-Amino-5-chloropyridine (1.05 g, 8.2 mmol) was suspended in 15 mL dry DCM under Ar, added dry pyridine (0.66 mL, 8.2 mmol), cooled to 0° C. and added 4-nitrophenol chloroformate. A white precipitate forms rapidly. Stirred at ambient temperature for 1 hour, filtered off solid, washed with water and then DCM. A white solid recovered which is consistent with title compound. (2.1 g, 88%) 1H-NMR (D6-DMSO)